Dataset: the Open Reaction Database (ORD), a public repository of structured organic reaction records. Task: describe an organic reaction: reactants, conditions, products, and yield The reactants are C(C)(C)(C)OC(NC1=C(C=C(C=C1)C(F)(F)F)N)=O ((2-amino-4-trifluoromethyl-phenyl)-carbamic acid tert-butyl ester), C(C)(C)(C)OC(CC(=O)C1=CC(=CC=C1)C=1N=NC(=CC1)C)=O (3-[3-(6-methyl-pyridazin-3-yl)-phenyl]-3-oxo-propionic acid tert-butyl ester). Product: C(C)(C)(C)OC(NC1=C(C=C(C=C1)C(F)(F)F)NC(CC(=O)C1=CC(=CC=C1)C=1N=NC(=CC1)C)=O)=O ((2-{3-[3-(6-Methyl-pyridazin-3-yl)-phenyl]-3-oxo-propionylamino}-4-trifluoromethyl-phenyl)-carbamic acid tert-butyl ester), solid. Reaction SMILES: [C:1]([O:5][C:6](=[O:19])[NH:7][C:8]1[CH:13]=[CH:12][C:11]([C:14]([F:17])([F:16])[F:15])=[CH:10][C:9]=1[NH2:18])([CH3:4])([CH3:3])[CH3:2].C([O:24][C:25](=O)[CH2:26][C:27]([C:29]1[CH:34]=[CH:33][CH:32]=[C:31]([C:35]2[N:36]=[N:37][C:38]([CH3:41])=[CH:39][CH:40]=2)[CH:30]=1)=[O:28])(C)(C)C>>[C:1]([O:5][C:6](=[O:19])[NH:7][C:8]1[CH:13]=[CH:12][C:11]([C:14]([F:17])([F:16])[F:15])=[CH:10][C:9]=1[NH:18][C:25](=[O:24])[CH2:26][C:27]([C:29]1[CH:34]=[CH:33][CH:32]=[C:31]([C:35]2[N:36]=[N:37][C:38]([CH3:41])=[CH:39][CH:40]=2)[CH:30]=1)=[O:28])([CH3:4])([CH3:2])[CH3:3]. Procedure: The title compound was prepared from (2-amino-4-trifluoromethyl-phenyl)-carbamic acid tert-butyl ester (Example J3) (207 mg, 0.75 mmol) and 3-[3-(6-methyl-pyridazin-3-yl)-phenyl]-3-oxo-propionic acid tert-butyl ester (Example K6) (234 mg, 0.75 mmol) according to the general procedure M. Obtained as an off-white solid (332 mg). Starting materials: CCN(CC)C(=O)c1ccc(F)c([N+](=O)[O-])c1, CN, CCO, Cl. The product is CCN(CC)C(=O)c1ccc(NC)c([N+](=O)[O-])c1. RXN SMILES: [CH2:1]([CH3:2])[N:3]([C:4]([c:5]1[cH:6][c:7]([N+:12](=[O:13])[O-:14])[c:8]([F:11])[cH:9][cH:10]1)=[O:15])[CH2:16][CH3:17].[CH3:19][NH2:20].[CH3:21][CH2:22][OH:23].[ClH:18]>>[CH2:1]([CH3:2])[N:3]([C:4]([c:5]1[cH:6][c:7]([N+:12](=[O:13])[O-:14])[c:8]([NH:20][CH3:19])[cH:9][cH:10]1)=[O:15])[CH2:16][CH3:17]. Starting materials: BrC1=C(C=C(C=C1)Cl)C1=CC(N(C=C1)C(C(=O)NC1=CC=C(C(=O)OC)C=C1)CC=1C=NC=CC1)=O (Methyl 4-({2-[4-(2-bromo-5-chlorophenyl)-2-oxopyridin-1(2H)-yl]-3-(pyridin-3-yl)propanoyl}amino)benzoate), [OH-].[Li+] (lithium hydroxide). Product: BrC1=C(C=C(C=C1)Cl)C1=CC(N(C=C1)C(C(=O)NC1=CC=C(C(=O)O)C=C1)CC=1C=NC=CC1)=O (4-({2-[4-(2-Bromo-5-chlorophenyl)-2-oxopyridin-1(2H)-yl]-3-(pyridin-3-yl)propanoyl}amino)benzoic acid). As a reaction SMILES: [Br:1][C:2]1[CH:7]=[CH:6][C:5]([Cl:8])=[CH:4][C:3]=1[C:9]1[CH:14]=[CH:13][N:12]([CH:15]([CH2:29][C:30]2[CH:31]=[N:32][CH:33]=[CH:34][CH:35]=2)[C:16]([NH:18][C:19]2[CH:28]=[CH:27][C:22]([C:23]([O:25]C)=[O:24])=[CH:21][CH:20]=2)=[O:17])[C:11](=[O:36])[CH:10]=1.[OH-].[Li+]>>[Br:1][C:2]1[CH:7]=[CH:6][C:5]([Cl:8])=[CH:4][C:3]=1[C:9]1[CH:14]=[CH:13][N:12]([CH:15]([CH2:29][C:30]2[CH:31]=[N:32][CH:33]=[CH:34][CH:35]=2)[C:16]([NH:18][C:19]2[CH:28]=[CH:27][C:22]([C:23]([OH:25])=[O:24])=[CH:21][CH:20]=2)=[O:17])[C:11](=[O:36])[CH:10]=1 |f:1.2|. Procedure: 65 mg (purity 85%, 0.10 mmol) of methyl 4-({2-[4-(2-bromo-5-chlorophenyl)-2-oxopyridin-1(2H)-yl]-3-(pyridin-3-yl)propanoyl}amino)benzoate (racemate) (Example 9.2E) were hydrolysed with lithium hydroxide according to General Method 3. Yield: 14 mg (26% of theory) Reactants: O.[PH2](=O)[O-].[Na+] (sodium hypophosphite monohydrate), NC1=C2C(=NC=N1)N(N=C2C2=CC=C(C=C2)OC2=CC=CC=C2)C2=CC=[N+](C=C2)[O-] (4-[4-amino-3-(4-phenoxyphenyl)-1H-pyrazolo[3,4-d]pyrimidin-1-yl]-1-pyridiniumolate), O.[PH2](=O)[O-].[Na+] (sodium hypophosphite monohydrate). The reagents and catalysts are [Pd] (palladium on carbon), [Pd] (palladium on carbon), [Pd] (palladium on carbon). Run in C(C)(=O)O (acetic acid). Reaction conditions: time 2 hour. The product is O(C1=CC=CC=C1)C1=CC=C(C=C1)C1=NN(C2=NC=NC(=C21)N)C2=CC=NC=C2 (3-(4-phenoxyphenyl)-1-(4-pyridyl)-1H-pyrazolo[3,4-d]pyrimidin-4-amine). The yield is 20.0%. As a reaction SMILES: [NH2:1][C:2]1[N:7]=[CH:6][N:5]=[C:4]2[N:8]([C:24]3[CH:29]=[CH:28][N+:27]([O-])=[CH:26][CH:25]=3)[N:9]=[C:10]([C:11]3[CH:16]=[CH:15][C:14]([O:17][C:18]4[CH:23]=[CH:22][CH:21]=[CH:20][CH:19]=4)=[CH:13][CH:12]=3)[C:3]=12.O.[PH2]([O-])=O.[Na+]>[Pd].C(O)(=O)C>[O:17]([C:14]1[CH:13]=[CH:12][C:11]([C:10]2[C:3]3[C:4](=[N:5][CH:6]=[N:7][C:2]=3[NH2:1])[N:8]([C:24]3[CH:29]=[CH:28][N:27]=[CH:26][CH:25]=3)[N:9]=2)=[CH:16][CH:15]=1)[C:18]1[CH:23]=[CH:22][CH:21]=[CH:20][CH:19]=1 |f:1.2.3|. Procedure details: A suspension of 4-[4-amino-3-(4-phenoxyphenyl)-1H-pyrazolo[3,4-d]pyrimidin-1-yl]-1-pyridiniumolate (0.100 g, 0.00025 mol) and 10% palladium on carbon (0.016 g, 0.00002 mol) in acetic acid (3 mL) was reacted with sodium hypophosphite monohydrate (0.033 g, 0.00038 mol) at 60° C. After 2 hours, an additional 10% palladium on carbon (0.016 g, 0.00002 mol) was added. The mixture was stirred 18 hours after which time additional 10% palladium on carbon (0.016 g, 0.00002 mol) and sodium hypophosphite mo... Reactants: ClC1=CC=C(C=C1)S(=O)(=O)NC1CC2=CC=C(C=C2C1)C(=CCCC(=O)OC)C=1C=NC=CC1 (methyl 5-(2-(4-chlorobenzenesulphonylamino) indan-5-yl)-5-(3-pyridyl)pent-4-enoate), [OH-].[Na+] (sodium hydroxide). Yields the product ClC1=CC=C(C=C1)S(=O)(=O)NC1CC2=CC=C(C=C2C1)C(=CCCC(=O)O)C=1C=NC=CC1 (5-(2-(4-Chlorobenzenesulphonylamino)indan-5-yl)-5-(3-pyridyl)pent-4-enoic acid). Reaction SMILES: [Cl:1][C:2]1[CH:7]=[CH:6][C:5]([S:8]([NH:11][CH:12]2[CH2:20][C:19]3[C:14](=[CH:15][CH:16]=[C:17]([C:21]([C:29]4[CH:30]=[N:31][CH:32]=[CH:33][CH:34]=4)=[CH:22][CH2:23][CH2:24][C:25]([O:27]C)=[O:26])[CH:18]=3)[CH2:13]2)(=[O:10])=[O:9])=[CH:4][CH:3]=1.[OH-].[Na+]>>[Cl:1][C:2]1[CH:7]=[CH:6][C:5]([S:8]([NH:11][CH:12]2[CH2:20][C:19]3[C:14](=[CH:15][CH:16]=[C:17]([C:21]([C:29]4[CH:30]=[N:31][CH:32]=[CH:33][CH:34]=4)=[CH:22][CH2:23][CH2:24][C:25]([OH:27])=[O:26])[CH:18]=3)[CH2:13]2)(=[O:10])=[O:9])=[CH:4][CH:3]=1 |f:1.2|. Reported procedure: Prepared from methyl 5-(2-(4-chlorobenzenesulphonylamino) indan-5-yl)-5-(3-pyridyl)pent-4-enoate by hydrolysis with sodium hydroxide solution. Starting materials: BrC1=C2CCN(C(C2=C(C(N1)=O)OC)=O)CC1=CC(=C(C=C1)F)Cl (5-bromo-2-(3-chloro-4-fluorobenzyl)-8-methoxy-2,3,4,6-tetrahydro-2,6-naphthyridine-1,7-dione). The solvent is Br (HBr), C(C)(=O)O (acetic acid). Product: BrC1=C2CCN(C(C2=C(C(N1)=O)O)=O)CC1=CC(=C(C=C1)F)Cl (5-Bromo-2-(3-chloro-4-fluorobenzyl)-8-hydroxy-2,3,4,6-tetrahydro-2,6-naphthyridine-1,7-dione). RXN SMILES: [Br:1][C:2]1[NH:11][C:10](=[O:12])[C:9]([O:13]C)=[C:8]2[C:3]=1[CH2:4][CH2:5][N:6]([CH2:16][C:17]1[CH:22]=[CH:21][C:20]([F:23])=[C:19]([Cl:24])[CH:18]=1)[C:7]2=[O:15]>Br.C(O)(=O)C>[Br:1][C:2]1[NH:11][C:10](=[O:12])[C:9]([OH:13])=[C:8]2[C:3]=1[CH2:4][CH2:5][N:6]([CH2:16][C:17]1[CH:22]=[CH:21][C:20]([F:23])=[C:19]([Cl:24])[CH:18]=1)[C:7]2=[O:15]. Reported procedure: A solution of 5-bromo-2-(3-chloro-4-fluorobenzyl)-8-methoxy-2,3,4,6-tetrahydro-2,6-naphthyridine-1,7-dione (1.40 g, 3.37 mmol) in 33% HBr in acetic acid (20 mL) was stirred at room temperature for 1 hour. The product mixture was concentrated under vacuum. The residue was dissolved in methanol, concentrated under vacuum, and triturated with anhydrous diethyl ether. The solid precipitated was filtered to provide the titled compound.